From a dataset of the Open Reaction Database (ORD), a public repository of structured organic reaction records. describe an organic reaction: reactants, conditions, products, and yield Starting materials: CC(C)(C)C(=O)Cl, CN(C)c1ccncc1, OCC1OC(c2ccc(Cl)c(Cc3ncc(-c4ccsc4)s3)c2)C(O)C(O)C1O, c1ccncc1. Yields the product CC(C)(C)C(=O)OCC1OC(c2ccc(Cl)c(Cc3ncc(-c4ccsc4)s3)c2)C(O)C(O)C1O. RXN SMILES: [C:30]([C:31]([CH3:32])([CH3:33])[CH3:34])(=[O:35])[Cl:36].[CH3:37][N:38]([c:39]1[cH:40][cH:41][n:42][cH:43][cH:44]1)[CH3:45].[Cl:1][c:2]1[c:3]([CH2:19][c:20]2[s:21][c:22](-[c:25]3[cH:26][s:27][cH:28][cH:29]3)[cH:23][n:24]2)[cH:4][c:5]([CH:8]2[O:9][CH:10]([CH2:17][OH:18])[CH:11]([OH:16])[CH:12]([OH:15])[CH:13]2[OH:14])[cH:6][cH:7]1.[cH:46]1[cH:47][cH:48][n:49][cH:50][cH:51]1>>[Cl:1][c:2]1[c:3]([CH2:19][c:20]2[s:21][c:22](-[c:25]3[cH:26][s:27][cH:28][cH:29]3)[cH:23][n:24]2)[cH:4][c:5]([CH:8]2[O:9][CH:10]([CH2:17][O:18][C:30]([C:31]([CH3:32])([CH3:33])[CH3:34])=[O:35])[CH:11]([OH:16])[CH:12]([OH:15])[CH:13]2[OH:14])[cH:6][cH:7]1.